Dataset: the Open Reaction Database (ORD), a public repository of structured organic reaction records. Task: describe an organic reaction: reactants, conditions, products, and yield The reactants are CC1CC(NN=C1C1=CC(=C(C=C1)NC(=O)CCCCCCCCCCC)[N+](=O)[O-])=O (5-methyl-6-(3-nitro-4-undecane carbonylamino-phenyl)-4,5-dihydro-2H-pyridazine-3-one), [H][H] (hydrogen). The reagents and catalysts are [Pd] (palladium charcoal). The solvent is CN(C=O)C (dimethylformamide). Product: CC1CC(NN=C1C1=CC(=C(C=C1)NC(=O)CCCCCCCCCCC)N)=O (5-Methyl-6-(3-amino-4-undecane carbonylamino-phenyl)-4,5-dihydro-2H-pyridazine-3-one). As a reaction SMILES: [CH3:1][CH:2]1[C:7]([C:8]2[CH:13]=[CH:12][C:11]([NH:14][C:15]([CH2:17][CH2:18][CH2:19][CH2:20][CH2:21][CH2:22][CH2:23][CH2:24][CH2:25][CH2:26][CH3:27])=[O:16])=[C:10]([N+:28]([O-])=O)[CH:9]=2)=[N:6][NH:5][C:4](=[O:31])[CH2:3]1.[H][H]>CN(C)C=O.[Pd]>[CH3:1][CH:2]1[C:7]([C:8]2[CH:13]=[CH:12][C:11]([NH:14][C:15]([CH2:17][CH2:18][CH2:19][CH2:20][CH2:21][CH2:22][CH2:23][CH2:24][CH2:25][CH2:26][CH3:27])=[O:16])=[C:10]([NH2:28])[CH:9]=2)=[N:6][NH:5][C:4](=[O:31])[CH2:3]1. Reported procedure: 10 gm of 5-methyl-6-(3-nitro-4-undecane carbonylamino-phenyl)-4,5-dihydro-2H-pyridazine-3-one were dissolved in 100 ml of dimethylformamide, and the solution was treated in the presence of 1 gm of 10% palladium charcoal with hydrogen for 1.2 hours at a pressure of 5 bar. After filtering off of the catalyst, the mixture was poured on ice and extracted with methylene chloride, and the organic phase was evaporated. The oily residue was further processed directly.